This data is from the Open Reaction Database (ORD), a public repository of structured organic reaction records. The task is: describe an organic reaction: reactants, conditions, products, and yield Starting materials: FC1=C(C[Mg]Br)C=CC(=C1)F (2,4-difluorobenzylmagnesium bromide), FC1=C(CBr)C=CC(=C1)F (2,4-difluorobenzyl bromide), [Mg] (magnesium), CON(C(=O)C=1C=CC(=NC1)N1C=NC=C1)C (O,N-Dimethyl-2-(imidazol-1-yl)pyridine-5-hydroxamic acid), 20(i), Cl (hydrochloric acid). Solvent: C1CCOC1 (THF), CCOCC (ether). Conditions: temperature -70 celsius, time 0.5 hour. Product: FC1=C(C=CC(=C1)F)CC(=O)C=1C=CC(=NC1)N1C=NC=C1 (2-(2,4-Difluorophenyl)-1-(2-[imidazol-1-yl]pyridin-5-yl)ethanone). RXN SMILES: CON(C)[C:4]([C:6]1[CH:7]=[CH:8][C:9]([N:12]2[CH:16]=[CH:15][N:14]=[CH:13]2)=[N:10][CH:11]=1)=[O:5].[F:18][C:19]1[CH:27]=[C:26]([F:28])[CH:25]=[CH:24][C:20]=1[CH2:21][Mg]Br.FC1C=C(F)C=CC=1CBr.[Mg].Cl>C1COCC1.CCOCC>[F:18][C:19]1[CH:27]=[C:26]([F:28])[CH:25]=[CH:24][C:20]=1[CH2:21][C:4]([C:6]1[CH:7]=[CH:8][C:9]([N:12]2[CH:16]=[CH:15][N:14]=[CH:13]2)=[N:10][CH:11]=1)=[O:5]. Procedure details: A solution of the product from part (i) (6.5 g, 28 mmol) in THF (100 ml) was stirred under a nitrogen atmosphere at -70° C. and was treated with a solution of 2,4-difluorobenzylmagnesium bromide [from 2,4-difluorobenzyl bromide (8.1 g, 39 mmol) and magnesium (1.0 g, 42 mmol) using the method of Preparation 20(i)] in ether (100 ml). The mixture was stirred at -70° C. for 0.5 hours and was allowed to warm to room temperature before the addition of dilute hydrochloric acid (2N, 100 ml). The layers ... Reactants: FC=1C=C(C=CC1N1CCOCC1)N1C(O[C@H](C1)CN)=O ((S)-N-[3-(3-fluoro-4-morpholinylphenyl)-2-oxo-5-oxazolidinyl]methyl amine), Cl.CN(CCCN=C=NCC)C (1-(3-dimethylaminopropyl)-3-ethylcarbodiimide hydrochloride), O=C(CCC(=O)O)C=1SC=CC1 (4-oxo-4 (2-thienyl)butanoic acid), C=1C=CC2=C(C1)N=NN2O (HOBt). The solvent is C1CCOC1.O (THF water). Reaction conditions: temperature 0 celsius, time 24 hour. Yields the product FC=1C=C(C=CC1N1CCOCC1)N1C(O[C@H](C1)CNC(CCC(C=1SC=CC1)=O)=O)=O ((S)-N-[[3-(3-fluoro-4-morpholinylphenyl)-2-oxo-5-oxazolidinyl]methyl]-4-oxo-4-(2-thienyl)butanamide). Isolated yield 55.8%. As a reaction SMILES: [F:1][C:2]1[CH:3]=[C:4]([N:14]2[CH2:18][C@H:17]([CH2:19][NH2:20])[O:16][C:15]2=[O:21])[CH:5]=[CH:6][C:7]=1[N:8]1[CH2:13][CH2:12][O:11][CH2:10][CH2:9]1.[O:22]=[C:23]([C:29]1[S:30][CH:31]=[CH:32][CH:33]=1)[CH2:24][CH2:25][C:26](O)=[O:27].C1C=CC2N(O)N=NC=2C=1.Cl.CN(C)CCCN=C=NCC>C1COCC1.O>[F:1][C:2]1[CH:3]=[C:4]([N:14]2[CH2:18][C@H:17]([CH2:19][NH:20][C:26](=[O:27])[CH2:25][CH2:24][C:23](=[O:22])[C:29]3[S:30][CH:31]=[CH:32][CH:33]=3)[O:16][C:15]2=[O:21])[CH:5]=[CH:6][C:7]=1[N:8]1[CH2:9][CH2:10][O:11][CH2:12][CH2:13]1 |f:3.4,5.6|. Reported procedure: (S)-N-[3-(3-fluoro-4-morpholinylphenyl)-2-oxo-5-oxazolidinyl]methyl amine (0.200 gm, 0.00068 moles) was taken up in 1:1 THF-water mixture (20 ml). To this was added 4-oxo-4 (2-thienyl)butanoic acid (0.125 gm, 0.00068 moles) and HOBt (0.091 gm, 0.00068 moles). The resulting mixture was cooled to 0° C. and then 1-(3-dimethylaminopropyl)-3-ethylcarbodiimide hydrochloride (0.142 gm, 0.00074 moles) was added and the resulting mixture was allowed to warm to room temp and then stirred for 24 hr. The re... Reactants: [Br-], CCC[P+](c1ccccc1)(c1ccccc1)c1ccccc1, C1CCOC1, C[Si](C)(C)[N-][Si](C)(C)C, CC1(C)OC(=O)c2ccccc2C1n1cncc1C=O, [Na+]. Yields the product CCC=Cc1cncn1C1c2ccccc2C(=O)OC1(C)C. As a reaction SMILES: [Br-:1].[CH2:2]([CH2:3][CH3:4])[P+:5]([c:6]1[cH:7][cH:8][cH:9][cH:10][cH:11]1)([c:12]1[cH:13][cH:14][cH:15][cH:16][cH:17]1)[c:18]1[cH:19][cH:20][cH:21][cH:22][cH:23]1.[CH2:54]1[O:55][CH2:56][CH2:57][CH2:58]1.[CH3:24][Si:25]([CH3:26])([CH3:27])[N-:28][Si:29]([CH3:30])([CH3:31])[CH3:32].[CH3:34][C:35]1([CH3:53])[O:36][C:37](=[O:52])[c:38]2[cH:39][cH:40][cH:41][cH:42][c:43]2[CH:44]1[n:45]1[cH:46][n:47][cH:48][c:49]1[CH:50]=[O:51].[Na+:33]>>[CH:2]([CH2:3][CH3:4])=[CH:50][c:49]1[n:45]([CH:44]2[C:35]([CH3:34])([CH3:53])[O:36][C:37](=[O:52])[c:38]3[cH:39][cH:40][cH:41][cH:42][c:43]32)[cH:46][n:47][cH:48]1. Yields the product O=C1CC=CO1, CN(C)C. As a reaction SMILES: [Br:8][CH2:9][C:10]([C:11](=[O:12])[O:13][CH2:14][CH3:15])=[O:16].[CH3:18][N:19]([CH3:20])[CH3:21].[CH3:22][CH2:23][OH:24].[NH2:1][c:2]1[s:3][c:4]([SH:5])[n:6][n:7]1.[OH2:17]>>[CH2:10]1[C:11](=[O:12])[O:13][CH:14]=[CH:15]1.[CH3:18][N:19]([CH3:20])[CH3:21]. Reactants: CCOC(=O)C(=O)CBr, CN(C)C, CCO, Nc1nnc(S)s1, O. The reactants are CO, O=C(O)c1ccc(=O)[nH]n1. Product: COC(=O)c1ccc(=O)[nH]n1. Reaction SMILES: [CH3:11][OH:12].[O:1]=[c:2]1[cH:3][cH:4][c:5]([C:8](=[O:9])[OH:10])[n:6][nH:7]1>>[O:1]=[c:2]1[cH:3][cH:4][c:5]([C:8](=[O:9])[O:10][CH3:11])[n:6][nH:7]1. Product: FC1=C(C=CC=C1)C1=CC=C(C=C1)/C(=C/C(C)=O)/C ((E)-4-(2'-fluoro-4-biphenylyl)-3-penten-2-one). The solvent is C(Cl)Cl (methylene chloride). Starting materials: FC1=C(C=CC=C1)C1=CC=C(C=C1)\C(=C/C#N)\C (3-(2'-fluoro-4-biphenylyl)-crotononitrile), Grignard reagent, [Mg] (magnesium), CI (methyl iodide), CCOCC (ether), ice, S(O)(O)(=O)=O (sulfuric acid). RXN SMILES: [F:1][C:2]1[CH:7]=[CH:6][CH:5]=[CH:4][C:3]=1[C:8]1[CH:13]=[CH:12][C:11](/[C:14](/[CH3:18])=[CH:15]\C#N)=[CH:10][CH:9]=1.[Mg].CI.S(=O)(=O)(O)O.CC[O:29][CH2:30][CH3:31]>C(Cl)Cl>[F:1][C:2]1[CH:7]=[CH:6][CH:5]=[CH:4][C:3]=1[C:8]1[CH:9]=[CH:10][C:11](/[C:14](/[CH3:18])=[CH:15]/[C:30](=[O:29])[CH3:31])=[CH:12][CH:13]=1. Procedure details: A solution of 23.7 gm (0.1 mol) of 3-(2'-fluoro-4-biphenylyl)-crotononitrile in 500 ml of dry methylene chloride was added dropwise over a period of 75 minutes to a Grignard reagent prepared from 12.2 gm (0.5 mol) of magnesium and 71 gm (0.5 mol) of methyl iodide in 500 ml of anhydrous ether, and the resulting mixture was refluxed for 4.5 hours. Thereafter, the cooled reaction mixture was stirred into a mixture consisting of 2 kg of ice and 100 ml of concentrated sulfuric acid. The organic phase... The reactants are CC(C)(C)OC(=O)N1C(Cc2csc([Si](C)(C)C(C)(C)C)n2)C(CO[Si](C)(C)C(C)(C)C)OC1(C)C, C1CCOC1, CCCI. The product is CCCc1sc([Si](C)(C)C(C)(C)C)nc1CC1C(CO[Si](C)(C)C(C)(C)C)OC(C)(C)N1C(=O)OC(C)(C)C. RXN SMILES: [C:1]([CH3:2])([CH3:3])([CH3:4])[Si:5]([c:6]1[s:7][cH:8][c:9]([CH2:11][CH:12]2[N:13]([C:28](=[O:29])[O:30][C:31]([CH3:32])([CH3:33])[CH3:34])[C:14]([CH3:26])([CH3:27])[O:15][CH:16]2[CH2:17][O:18][Si:19]([CH3:20])([CH3:21])[C:22]([CH3:23])([CH3:24])[CH3:25])[n:10]1)([CH3:35])[CH3:36].[CH2:41]1[O:42][CH2:43][CH2:44][CH2:45]1.[I:37][CH2:38][CH2:39][CH3:40]>>[C:1]([CH3:2])([CH3:3])([CH3:4])[Si:5]([c:6]1[s:7][c:8]([CH2:38][CH2:39][CH3:40])[c:9]([CH2:11][CH:12]2[N:13]([C:28](=[O:29])[O:30][C:31]([CH3:32])([CH3:33])[CH3:34])[C:14]([CH3:26])([CH3:27])[O:15][CH:16]2[CH2:17][O:18][Si:19]([CH3:20])([CH3:21])[C:22]([CH3:23])([CH3:24])[CH3:25])[n:10]1)([CH3:35])[CH3:36]. The reactants are CC=1N=C2N(C=CC=C2O)C1CC#N (2-methyl-8-hydroxyimidazo[1,2-a]pyridin-3-acetonitrile), [I-].CC=[N+]=CC (N,N-dimethylmethyleneammonium iodide), C(Cl)Cl (methylene chloride). The solvent is 4L. The product is CC=1N=C2N(C=CC(=C2O)CN(C)C)C1CC#N (2-methyl-7-dimethylaminomethyl-8-hydroxy-imidazo[1,2-a]-pyridin-3-acetonitrile). Reaction SMILES: [CH3:1][C:2]1[N:3]=[C:4]2[C:9]([OH:10])=[CH:8][CH:7]=[CH:6][N:5]2[C:11]=1[CH2:12][C:13]#[N:14].[I-].C[CH:17]=[N+:18]=[CH:19]C.[CH2:21](Cl)Cl>>[CH3:1][C:2]1[N:3]=[C:4]2[C:9]([OH:10])=[C:8]([CH2:17][N:18]([CH3:19])[CH3:21])[CH:7]=[CH:6][N:5]2[C:11]=1[CH2:12][C:13]#[N:14] |f:1.2|. Reported procedure: Stir a mixture of 24 g (0.13 mol) 2-methyl-8-hydroxyimidazo[1,2-a]pyridin-3-acetonitrile and 26 g (0.14 mol) N,N-dimethylmethyleneammonium iodide in 4L methylene chloride at ambient temperature for 4 days. Isolate the resulting solid by filtration, treat with 200 ml dilute ammonium hydroxide and extract continuously with methylene chloride for 4 hr. Remove the methylene chloride under reduced pressure and obtain 20 g 2-methyl-7-dimethylaminomethyl-8-hydroxy-imidazo[1,2-a]-pyridin-3-acetonitrile. Reactants: C=CCCCCCC (1-octene), trispentafluorophenylborane, solutions, [H][H] (Hydrogen), C=C (ethylene), C=C (ethylene). Reagents/catalysts: catalyst. Solvent: alkanes, C1(=CC=CC=C1)C (toluene). Run at time 20 hour. Product: C=C.C=CCCCCCC (Ethylene/1-Octene). RXN SMILES: [CH2:1]=[CH:2][CH2:3][CH2:4][CH2:5][CH2:6][CH2:7][CH3:8].[H][H].C=C>C1(C)C=CC=CC=1>[CH2:1]=[CH2:2].[CH2:1]=[CH:2][CH2:3][CH2:4][CH2:5][CH2:6][CH2:7][CH3:8] |f:4.5|. Procedure details: A stirred 3.8 liter reactor was charged with 1440 g of lsopar-E™ mixed alkanes solvent (available from Exxon Chemicals Inc.) and 126 g of 1-octene comonomer. Hydrogen was added as a molecular weight control agent by differential pressure expansion from a 75 mL addition tank at 25 psid (2070 kPa). The reactor was heated to the polymerization temperature of 130° C. and saturated with ethylene at 450 psig (3.1 MPa). Approximately 2.0 μmol each of catalyst and trispentafluorophenylborane cocatalyst ...